Dataset: the Open Reaction Database (ORD), a public repository of structured organic reaction records. Task: describe an organic reaction: reactants, conditions, products, and yield The reactants are CC(=O)O, O=N[O-], CCCc1c2nc(C(=O)O)cc(Cl)c2c(N)c2c(=O)cc(C(=O)O)oc12, [Na+], O, OP(O)P(O)O, O=S(=O)(O)O. The product is CCCc1c2nc(C(=O)O)cc(Cl)c2cc2c(=O)cc(C(=O)O)oc12. RXN SMILES: [CH3:43][C:44](=[O:45])[OH:46].[N:7]([O-:8])=[O:9].[NH2:11][c:12]1[c:13]2[c:14]([Cl:36])[cH:15][c:16]([C:33](=[O:34])[OH:35])[n:17][c:18]2[c:19]([CH2:30][CH2:31][CH3:32])[c:20]2[c:21]1[c:22](=[O:29])[cH:23][c:24]([C:26](=[O:27])[OH:28])[o:25]2.[Na+:10].[OH2:42].[P:1]([P:2]([OH:3])[OH:4])([OH:5])[OH:6].[S:37](=[O:38])(=[O:39])([OH:40])[OH:41]>>[cH:12]1[c:13]2[c:14]([Cl:36])[cH:15][c:16]([C:33](=[O:34])[OH:35])[n:17][c:18]2[c:19]([CH2:30][CH2:31][CH3:32])[c:20]2[c:21]1[c:22](=[O:29])[cH:23][c:24]([C:26](=[O:27])[OH:28])[o:25]2. The reactants are ClC1=CC2=C(N=C(S2)N2CCNCC2)C=C1 (6-Chloro-2-piperazin-1-yl-benzothiazole), N1=C(C=CC=C1)S(=O)(=O)NC1=CC=C(C(=O)O)C=C1 (4-(Pyridine-2-sulfonylamino)-benzoic acid). Yields the product ClC1=CC2=C(N=C(S2)N2CCN(CC2)C(=O)C2=CC=C(C=C2)NS(=O)(=O)C2=NC=CC=C2)C=C1 (N-(4-(4-(6-chlorobenzo[d]thiazol-2-yl)piperazine-1-carbonyl)-phenyl)pyridine-2-sulfonamide). Reaction SMILES: [Cl:1][C:2]1[CH:16]=[CH:15][C:5]2[N:6]=[C:7]([N:9]3[CH2:14][CH2:13][NH:12][CH2:11][CH2:10]3)[S:8][C:4]=2[CH:3]=1.[N:17]1[CH:22]=[CH:21][CH:20]=[CH:19][C:18]=1[S:23]([NH:26][C:27]1[CH:35]=[CH:34][C:30]([C:31](O)=[O:32])=[CH:29][CH:28]=1)(=[O:25])=[O:24]>>[Cl:1][C:2]1[CH:16]=[CH:15][C:5]2[N:6]=[C:7]([N:9]3[CH2:14][CH2:13][N:12]([C:31]([C:30]4[CH:29]=[CH:28][C:27]([NH:26][S:23]([C:18]5[CH:19]=[CH:20][CH:21]=[CH:22][N:17]=5)(=[O:25])=[O:24])=[CH:35][CH:34]=4)=[O:32])[CH2:11][CH2:10]3)[S:8][C:4]=2[CH:3]=1. Reported procedure: Compound 15 is prepared using synthesis method 2 using intermediates 3g and 5c (yield: 80%). Reactants: CO (Methanol), CSC(C(=O)OC)(C)C1=CC(=CC=C1)OC1=CC=CC=C1 (methyl α-methylthio-α-(m-phenoxyphenyl)propionate), [OH-].[Na+] (sodium hydroxide). The solvent is O (water), O (water). The product is CSC(C(=O)O)(C)C1=CC(=CC=C1)OC1=CC=CC=C1 (α-methylthio-α-(m-phenoxyphenyl)propionic acid). Isolated yield 99.3%. Reaction SMILES: CO.[CH3:3][S:4][C:5]([C:11]1[CH:16]=[CH:15][CH:14]=[C:13]([O:17][C:18]2[CH:23]=[CH:22][CH:21]=[CH:20][CH:19]=2)[CH:12]=1)([CH3:10])[C:6]([O:8]C)=[O:7].[OH-].[Na+]>O>[CH3:3][S:4][C:5]([C:11]1[CH:16]=[CH:15][CH:14]=[C:13]([O:17][C:18]2[CH:23]=[CH:22][CH:21]=[CH:20][CH:19]=2)[CH:12]=1)([CH3:10])[C:6]([OH:8])=[O:7] |f:2.3|. Procedure details: Methanol (4 ml) and 2 ml of water were added to 663 mg of methyl α-methylthio-α-(m-phenoxyphenyl)propionate, and then 300 mg of sodium hydroxide was added. The mixture was heated under reflux for 2 hours. The mixture was diluted with 30 ml of water, and extracted with 10 ml of diethyl ether. The aqueous layer was acidified with about 1 ml of conc. hydrochloric acid, and extracted three times with 20 ml of diethyl ether. The organic layer was washed with 10 ml of water, and dried over anhydrous s... The reactants are FC1=C(C=O)C=C(C(=C1F)O)F (2,3,5-trifluoro-4-hydroxy-benzaldehyde), ClC1=NC=C(C#N)C=C1 (6-chloronicotinonitrile), C(=O)([O-])[O-].[K+].[K+] (K2CO3). Product: FC1=C(OC2=NC=C(C#N)C=C2)C(=CC(=C1F)C=O)F (6-(2,3,6-trifluoro-4-formyl-phenoxy)-nicotinonitrile). Yield: 57.8%. As a reaction SMILES: [F:1][C:2]1[C:9]([F:10])=[C:8]([OH:11])[C:7]([F:12])=[CH:6][C:3]=1[CH:4]=[O:5].Cl[C:14]1[CH:21]=[CH:20][C:17]([C:18]#[N:19])=[CH:16][N:15]=1.C([O-])([O-])=O.[K+].[K+]>>[F:10][C:9]1[C:2]([F:1])=[C:3]([CH:4]=[O:5])[CH:6]=[C:7]([F:12])[C:8]=1[O:11][C:14]1[CH:21]=[CH:20][C:17]([C:18]#[N:19])=[CH:16][N:15]=1 |f:2.3.4|. Reported procedure: Using a method similar to Example 710, Part 2, using 2,3,5-trifluoro-4-hydroxy-benzaldehyde (1.00 g, 5.64 mmol), 6-chloronicotinonitrile (782 mg, 5.64 mmol) and K2CO3 (1.17 g, 8.47 mmol) gives 6-(2,3,6-trifluoro-4-formyl-phenoxy)-nicotinonitrile (907 mg) contaminated with 6-chloronicotinonitrile starting material. Dissolve this mixture in MeOH (15 ml) and treat with isoamylamine (194 mg, 2.23 mmol). After stirring for two hours, add NaBH4 (105 mg, 2.79 mmol) and stir for an additional hour. Puri... Procedure: To a sealed tube containing 2-[5-bromo-1-benzyl-1H-indole-2carboxylic acid (100 mg, 0.303 mmol) and 2-thiopheneboronic acid (116 mg, 0.909 mmol), (C6H5)4Pd (42 mg, 0.036 mmol), Na2CO3 (2,42 mmol) in a mixture of benzene-ethanol-H2O (5/1/2=v/v, 4.5 mL) was heated at 100° C. for 23 h. The mixture was poured onto diethyl ether and adjusted to pH 3 before extracting with diethyl ether. The organic layer was washed with NaH2PO4, dried over MgSO4 and evaporated to give the crude product which was puri... Conditions: temperature 100 celsius. The reactants are BrC=1C=C2C=C(N(C2=CC1)CC1=CC=CC=C1)C(=O)O (5-bromo-1-benzyl-1H-indole-2carboxylic acid), S1C(=CC=C1)B(O)O (2-thiopheneboronic acid), (C6H5)4Pd, C(=O)([O-])[O-].[Na+].[Na+] (Na2CO3). The product is C(C1=CC=CC=C1)N1C(=CC2=CC(=CC=C12)C=1SC=CC1)C(=O)O (1-Benzyl-5-(2-thienyl)-1H-indole-2-carboxylic Acid). Solvent: C1(=CC=CC=C1)CCO.O (benzene-ethanol H2O). Reaction SMILES: Br[C:2]1[CH:3]=[C:4]2[C:8](=[CH:9][CH:10]=1)[N:7]([CH2:11][C:12]1[CH:17]=[CH:16][CH:15]=[CH:14][CH:13]=1)[C:6]([C:18]([OH:20])=[O:19])=[CH:5]2.[S:21]1[CH:25]=[CH:24][CH:23]=[C:22]1B(O)O.C([O-])([O-])=O.[Na+].[Na+]>C1(CCO)C=CC=CC=1.O>[CH2:11]([N:7]1[C:8]2[C:4](=[CH:3][C:2]([C:22]3[S:21][CH:25]=[CH:24][CH:23]=3)=[CH:10][CH:9]=2)[CH:5]=[C:6]1[C:18]([OH:20])=[O:19])[C:12]1[CH:17]=[CH:16][CH:15]=[CH:14][CH:13]=1 |f:2.3.4,5.6|. The yield is 64.3%. Reaction conditions: time 1 hour. Reaction SMILES: [Cl:1][C:2]1[CH:7]=[C:6]([CH2:8]Cl)[CH:5]=[CH:4][N:3]=1.C([O-])([O-])=O.[K+].[K+].[C:16]([N:23]1[CH2:28][CH2:27][NH:26][CH2:25][CH2:24]1)([O:18][C:19]([CH3:22])([CH3:21])[CH3:20])=[O:17]>CN(C=O)C>[C:16]([N:23]1[CH2:24][CH2:25][N:26]([CH2:8][C:6]2[CH:5]=[CH:4][N:3]=[C:2]([Cl:1])[CH:7]=2)[CH2:27][CH2:28]1)([O:18][C:19]([CH3:22])([CH3:21])[CH3:20])=[O:17] |f:1.2.3|. Run in CN(C)C=O (DMF). Yields the product C(=O)(OC(C)(C)C)N1CCN(CC1)CC1=CC(=NC=C1)Cl (1-Boc-4-(2-chloropyridin-4-ylmethyl)piperazine). Isolated yield 89.2%. Reactants: ClC1=NC=CC(=C1)CCl (2-chloro-4-(chloromethyl)pyridine), C(=O)([O-])[O-].[K+].[K+] (K2CO3), C(=O)(OC(C)(C)C)N1CCNCC1 (N-Boc-piperazine). Procedure: To a mixture of 2-chloro-4-(chloromethyl)pyridine (500 mg, 2.05 mmol) and K2CO3 (1.14 g, 4 equiv) in DMF (50 ml), was added N-Boc-piperazine (558 mg, 1.1 equiv.). The mixture was stirred at rt for 1 h, after which TLC showed that no starting materials remained. The DMF was removed under vacuum and the residue was partitioned between water and ethyl acetate. The organic layer was collected, dried over anhydrous Na2SO4, concentrated, and applied onto a silica gel column. The title compound (570 mg... The reactants are COC1=CC=C(C=C1)N1C(=NC2=C(C=CC=C2C1=O)C)C(C)NC (3-(4-methoxyphenyl)-8-methyl-2-(1-methylaminoethyl)-3H-quinazolin-4-one), C(C)(C)(C)C1=CC=C(C=C1)S(=O)(=O)Cl (4-tert-butylbenzenesulfonyl chloride). Product: C(C)(C)(C)C1=CC=C(C=C1)S(=O)(=O)N(C)C(C)C1=NC2=C(C=CC=C2C(N1C1=CC=C(C=C1)OC)=O)C (4-tert-butyl-N-{1-[3-(4-methoxyphenyl)-8-methyl-4-oxo-3,4-dihydroquinazolin-2-yl]ethyl}-N-methylbenzenesulfonamide). Reaction SMILES: [CH3:1][O:2][C:3]1[CH:8]=[CH:7][C:6]([N:9]2[C:18](=[O:19])[C:17]3[C:12](=[C:13]([CH3:20])[CH:14]=[CH:15][CH:16]=3)[N:11]=[C:10]2[CH:21]([NH:23][CH3:24])[CH3:22])=[CH:5][CH:4]=1.[C:25]([C:29]1[CH:34]=[CH:33][C:32]([S:35](Cl)(=[O:37])=[O:36])=[CH:31][CH:30]=1)([CH3:28])([CH3:27])[CH3:26]>>[C:25]([C:29]1[CH:34]=[CH:33][C:32]([S:35]([N:23]([CH:21]([C:10]2[N:9]([C:6]3[CH:5]=[CH:4][C:3]([O:2][CH3:1])=[CH:8][CH:7]=3)[C:18](=[O:19])[C:17]3[C:12](=[C:13]([CH3:20])[CH:14]=[CH:15][CH:16]=3)[N:11]=2)[CH3:22])[CH3:24])(=[O:37])=[O:36])=[CH:31][CH:30]=1)([CH3:28])([CH3:26])[CH3:27]. Reported procedure: In a similar manner as described above, 3-(4-methoxyphenyl)-8-methyl-2-(1-methylaminoethyl)-3H-quinazolin-4-one, as prepared above in Example 5, was condensed with 4-tert-butylbenzenesulfonyl chloride to yield 4-tert-butyl-N-{1-[3-(4-methoxyphenyl)-8-methyl-4-oxo-3,4-dihydroquinazolin-2-yl]ethyl}-N-methylbenzenesulfonamide; MS (ESI) 520 (MH+). The reactants are IC1=CC=C(C=C1)OC(N(C1=CC=CC=C1)C)=O (methyl-phenyl-carbamic acid 4-iodo-phenyl ester), ClC1=CC=C(S1)B(O)O (5-chloro-2-thiopheneboronic acid). Yields the product ClC1=CC=C(S1)C1=CC=C(C=C1)OC(N(C1=CC=CC=C1)C)=O (Methyl-phenyl-carbamic acid 4-(5-chloro-thiophen-2-yl)-phenyl ester). Reaction SMILES: I[C:2]1[CH:7]=[CH:6][C:5]([O:8][C:9](=[O:18])[N:10]([CH3:17])[C:11]2[CH:16]=[CH:15][CH:14]=[CH:13][CH:12]=2)=[CH:4][CH:3]=1.[Cl:19][C:20]1[S:24][C:23](B(O)O)=[CH:22][CH:21]=1>>[Cl:19][C:20]1[S:24][C:23]([C:2]2[CH:7]=[CH:6][C:5]([O:8][C:9](=[O:18])[N:10]([CH3:17])[C:11]3[CH:16]=[CH:15][CH:14]=[CH:13][CH:12]=3)=[CH:4][CH:3]=2)=[CH:22][CH:21]=1. Reported procedure: The title compound was prepared from methyl-phenyl-carbamic acid 4-iodo-phenyl ester and 5-chloro-2-thiopheneboronic acid. The crude product was purified by flash chromatography (Quad flash 12, EtOAc-heptane 1:9) (53%, pink crystals). Starting materials: C=CC=C (butadiene), Cl (HCl), [Al](CC)(CC)Cl (Et2AlCl), C(C1=CC=CC=C1)[C@H]1N(C(OC1)=O)C(\C=C\COCC1=CC=CC=C1)=O ((4R)-4-benzyl-3-[(2E)-4-(benzyloxy)but-2-enoyl]-1,3-oxazolidin-2-one), C(C)(=O)OCC (ethyl acetate). The solvent is C(Cl)Cl (CH2Cl2), C1CCOC1 (THF), C(Cl)Cl (CH2Cl2), O (Water). Conditions: temperature -50 celsius, time 10 minute. Product: C(C1=CC=CC=C1)[C@H]1N(C(OC1)=O)C(=O)[C@H]1[C@@H](CC(CC1)=O)COCC1=CC=CC=C1 ((4R)-4-benzyl-3-({(1R,2R)-2-[(benzyloxy)methyl]-4-oxocyclohexyl}carbonyl)-1,3-oxazolidin-2-one). RXN SMILES: [Al](Cl)([CH2:4][CH3:5])CC.[CH2:7]([C@@H:14]1[CH2:18][O:17][C:16](=[O:19])[N:15]1[C:20](=[O:32])/[CH:21]=[CH:22]/[CH2:23][O:24][CH2:25][C:26]1[CH:31]=[CH:30][CH:29]=[CH:28][CH:27]=1)[C:8]1[CH:13]=[CH:12][CH:11]=[CH:10][CH:9]=1.C=CC=C.Cl.[C:38](OCC)(=[O:40])[CH3:39]>C(Cl)Cl.O.C1COCC1>[CH2:7]([C@@H:14]1[CH2:18][O:17][C:16](=[O:19])[N:15]1[C:20]([C@@H:21]1[CH2:5][CH2:4][C:38](=[O:40])[CH2:39][C@H:22]1[CH2:23][O:24][CH2:25][C:26]1[CH:31]=[CH:30][CH:29]=[CH:28][CH:27]=1)=[O:32])[C:8]1[CH:9]=[CH:10][CH:11]=[CH:12][CH:13]=1. Procedure details: A solution of Et2AlCl (1.8 M in toluene, 158 mL, 284 mmol) was added slowly down the flask wall to a −78° C. solution of (4R)-4-benzyl-3-[(2E)-4-(benzyloxy)but-2-enoyl]-1,3-oxazolidin-2-one (70.9 g, 202 mmol) in CH2Cl2 (200 mL). After 10 min, a solution of 2-(trimethylsilyl)oxy-1,3,-butadiene (100 g, 700 mmol) in CH2Cl2 (120 mL) was introduced in the same manner over a period of 15 min. Stirring was continued at −78° C. overnight (18 h). The reaction flask contents were then warmed to −50° C. an... The reactants are C(C1=CC=CC=C1)N1CCC(CC1)C(=O)C1C(CCCC1)=O ((1-Benzylpiperidin-4-yl)-(cyclohexanon-2-yl)ketone), C(C)NN (ethylhydrazine), C(C)#N (acetonitrile). Run in O (water). The product is ethyl pyrazoles, C(C)N1N=C2CCCCC2=C1C1CCN(CC1)CC1=CC=CC=C1 (4-(2-Ethyl-4,5,6,7-tetrahydro-(2H)-indazol-3-yl)-1-benzylpiperidine). RXN SMILES: [CH2:1]([N:8]1[CH2:13][CH2:12][CH:11]([C:14]([CH:16]2[CH2:21][CH2:20][CH2:19][CH2:18][C:17]2=O)=O)[CH2:10][CH2:9]1)[C:2]1[CH:7]=[CH:6][CH:5]=[CH:4][CH:3]=1.[CH2:23]([NH:25][NH2:26])[CH3:24].C(#N)C>O>[CH2:23]([N:25]1[C:14]([CH:11]2[CH2:12][CH2:13][N:8]([CH2:1][C:2]3[CH:7]=[CH:6][CH:5]=[CH:4][CH:3]=3)[CH2:9][CH2:10]2)=[C:16]2[C:17]([CH2:18][CH2:19][CH2:20][CH2:21]2)=[N:26]1)[CH3:24]. Procedure details: The title compound was prepared from the semi-crude (1-benzylpiperidin-4-yl)-(cyclohexanon-2-yl)ketone from step A and 34% aqueous ethylhydrazine in 4:1 acetonitrile and water at room temperature. This provided 8:1 ratio of isomeric ethyl pyrazoles in favor of the title compound. (Note: Use of ethyl hydrazine oxalate in the presence of DIEA gave about 2:1 ratio of the same isomers.) The 1-benzylpiperidine-4-carboxylic acid ethyl ester present in the starting β-diketone was removed after saponifi...